Dataset: the Open Reaction Database (ORD), a public repository of structured organic reaction records. Task: describe an organic reaction: reactants, conditions, products, and yield The reactants are CCCCOC(C)Oc1ccc(-c2ccc3c(c2)C=C(C(=O)OC)CCN3C(=O)c2cccs2)cc1, CO, Cl, [Na+], C1CCOC1, [OH-], O. The product is CCCCOC(C)Oc1ccc(-c2ccc3c(c2)C=C(C(=O)O)CCN3C(=O)c2cccs2)cc1. RXN SMILES: [CH2:1]([CH2:2][CH2:3][CH3:4])[O:5][CH:6]([CH3:7])[O:8][c:9]1[cH:10][cH:11][c:12](-[c:15]2[cH:16][cH:17][c:18]3[c:19]([cH:36]2)[CH:20]=[C:21]([C:32](=[O:33])[O:34][CH3:35])[CH2:22][CH2:23][N:24]3[C:25](=[O:26])[c:27]2[s:28][cH:29][cH:30][cH:31]2)[cH:13][cH:14]1.[CH3:46][OH:47].[ClH:40].[Na+:38].[O:41]1[CH2:42][CH2:43][CH2:44][CH2:45]1.[OH-:37].[OH2:39]>>[CH2:1]([CH2:2][CH2:3][CH3:4])[O:5][CH:6]([CH3:7])[O:8][c:9]1[cH:10][cH:11][c:12](-[c:15]2[cH:16][cH:17][c:18]3[c:19]([cH:36]2)[CH:20]=[C:21]([C:32](=[O:33])[OH:34])[CH2:22][CH2:23][N:24]3[C:25](=[O:26])[c:27]2[s:28][cH:29][cH:30][cH:31]2)[cH:13][cH:14]1. Reaction conditions: time 4 hour. Starting materials: CC1=CC(CC(C1)C)=O (3,5-dimethyl-2-cyclohexenone). Yields the product C[C@@H]1CC(C[C@@H](C1)C)=O (Cis-3,5-Dimethylcyclohexanone). The yield is 76.8%. Reagents/catalysts: [Pd] (palladium on charcoal). Run in CCCCCC (hexane), CC(C)O (2-propanol). As a reaction SMILES: [CH3:1][C:2]1[CH2:7][CH:6]([CH3:8])[CH2:5][C:4](=[O:9])[CH:3]=1>CC(O)C.[Pd].CCCCCC>[CH3:1][C@H:2]1[CH2:7][C@@H:6]([CH3:8])[CH2:5][C:4](=[O:9])[CH2:3]1. Reported procedure: A solution of 3,5-dimethyl-2-cyclohexenone (2.0 g, 16.1 mmol) in 2-propanol (32 ml) was hydrogenated over 5% palladium on charcoal (200 mg) at room temperature and 103 kPa (14.7 psi) for 4 hours, then diluted with 1:1 hexane:ether (150 ml) and filtered using a filter aid. The filtrate was evaporated under reduced pressure to provided the substantially stereochemically pure title compound (1.56 g) as a yellow oil. 13C NMR spectroscopy revealed a cis:trans ratio of 150:3. Reactants: COC(CCCCCCCN(C(C1=CC=C(C=C1)Cl)=O)C1=C(C=CC=C1C)C)=O (8-[4-Chloro-N-(2.6-dimethylphenyl)-benzamido]-caprylic acid methyl ester), [OH-].[Na+] (sodium hydroxide), CO (methanol). The solvent is O (water). Yields the product ClC1=CC=C(C(=O)N(C2=C(C=CC=C2C)C)CCCCCCCC(=O)O)C=C1 (8-[4-Chloro-N-(2.6-dimethylphenyl)-benzamido]-caprylic acid). Reaction SMILES: C[O:2][C:3](=[O:29])[CH2:4][CH2:5][CH2:6][CH2:7][CH2:8][CH2:9][CH2:10][N:11]([C:21]1[C:26]([CH3:27])=[CH:25][CH:24]=[CH:23][C:22]=1[CH3:28])[C:12](=[O:20])[C:13]1[CH:18]=[CH:17][C:16]([Cl:19])=[CH:15][CH:14]=1.[OH-].[Na+].CO>O>[Cl:19][C:16]1[CH:17]=[CH:18][C:13]([C:12]([N:11]([CH2:10][CH2:9][CH2:8][CH2:7][CH2:6][CH2:5][CH2:4][C:3]([OH:29])=[O:2])[C:21]2[C:22]([CH3:28])=[CH:23][CH:24]=[CH:25][C:26]=2[CH3:27])=[O:20])=[CH:14][CH:15]=1 |f:1.2|. Reported procedure: As described in example 1(b), the reaction is carried out with 15.8 g (38 mmol) of 8-[4-Chloro-N-(2.6-dimethylphenyl)-benzamido]-caprylic acid methyl ester, 2.2 g (55 mmol) of sodium hydroxide, 100 cc. of methanol and 5 cc. of water. Reaction time: 20 hours, reaction temperature: 25° C. The crude product is further purified chromatographically on silicic acid gel using chloroform as eluant. Starting materials: COC1=CC=CC2=C1N=C(S2)C(=O)C2CCNCC2 ((4-methoxy-benzothiazol-2-yl)-piperidin-4-yl-methanone), O1C(C1)C1=CC2=C(OCCO2)C=C1 (6-oxiranyl-2,3-dihydro-benzo[1,4]dioxine), Cl(=O)(=O)(=O)[O-].[Li+] (lithium perchlorate), C([O-])([O-])=O.[K+].[K+] (potassium carbonate). The solvent is CN(C)C=O (DMF). Reaction conditions: temperature 80 celsius. Product: O1CCOC2=C1C=CC(=C2)C(CN2CCC(CC2)C(=O)C=2SC1=C(N2)C(=CC=C1)OC)O ({1-[2-(2,3-dihydro-benzo[1,4]dioxin-6-yl)-2-hydroxy-ethyl]-piperidin-4-yl}-(4-methoxy-benzothiazol-2-yl)-methanone). The yield is 73.3%. RXN SMILES: [CH3:1][O:2][C:3]1[C:8]2[N:9]=[C:10]([C:12]([CH:14]3[CH2:19][CH2:18][NH:17][CH2:16][CH2:15]3)=[O:13])[S:11][C:7]=2[CH:6]=[CH:5][CH:4]=1.[O:20]1[CH2:22][CH:21]1[C:23]1[CH:32]=[CH:31][C:26]2[O:27][CH2:28][CH2:29][O:30][C:25]=2[CH:24]=1.Cl([O-])(=O)(=O)=O.[Li+].C(=O)([O-])[O-].[K+].[K+]>CN(C=O)C>[O:27]1[C:26]2[CH:31]=[CH:32][C:23]([CH:21]([OH:20])[CH2:22][N:17]3[CH2:18][CH2:19][CH:14]([C:12]([C:10]4[S:11][C:7]5[CH:6]=[CH:5][CH:4]=[C:3]([O:2][CH3:1])[C:8]=5[N:9]=4)=[O:13])[CH2:15][CH2:16]3)=[CH:24][C:25]=2[O:30][CH2:29][CH2:28]1 |f:2.3,4.5.6|. Procedure: A mixture of (4-methoxy-benzothiazol-2-yl)-piperidin-4-yl-methanone (83 mg, 0.3 mmol), 6-oxiranyl-2,3-dihydro-benzo[1,4]dioxine (53.5 mg, 0.3 mmol), lithium perchlorate (32 mg, 0.3 mmol) and potassium carbonate (42 mg, 0.3 mmol) in DMF (2 ml) was heated at 80° C. overnight. The mixture was poured on water and extracted with EtOAc. Organic extracts were washed with water and brine, dried over MgSO4 and concentrated. Chromatography on SiO2 (EtOAc/MeOH 9:1) gave the title compound as a beige solid ... Reactants: O (Water), FC1=CC=C(C=C1)C(C(CO)NC(=O)C1CCN(CC1)C(C)=O)=O (1-Acetyl-piperidine-4-carboxylic acid [2-(4-fluoro-phenyl)-1-hydroxymethyl-2-oxo-ethyl]-amide), N1=CC=CC=C1 (pyridine), FC(C(=O)OC(C(F)(F)F)=O)(F)F (trifluoroacetic anhydride). The solvent is ClCCl (dichloromethane). Conditions: temperature -10 celsius, time 1.5 hour. The product is FC1=CC=C(C=C1)C1=C(N=C(O1)C1CCN(CC1)C(C)=O)CO (1-(4-[5-(4-fluoro-phenyl)-4-hydroxymethyl-oxazol-2-yl]-piperidin-1-yl)-ethanone). As a reaction SMILES: [F:1][C:2]1[CH:7]=[CH:6][C:5]([C:8](=[O:24])[CH:9]([NH:12][C:13]([CH:15]2[CH2:20][CH2:19][N:18]([C:21](=[O:23])[CH3:22])[CH2:17][CH2:16]2)=O)[CH2:10][OH:11])=[CH:4][CH:3]=1.N1C=CC=CC=1.FC(F)(F)C(OC(=O)C(F)(F)F)=O.O>ClCCl>[F:1][C:2]1[CH:3]=[CH:4][C:5]([C:8]2[O:24][C:13]([CH:15]3[CH2:16][CH2:17][N:18]([C:21](=[O:23])[CH3:22])[CH2:19][CH2:20]3)=[N:12][C:9]=2[CH2:10][OH:11])=[CH:6][CH:7]=1. Reported procedure: To a slurry of 1-Acetyl-piperidine-4-carboxylic acid [2-(4-fluoro-phenyl)-1-hydroxymethyl-2-oxo-ethyl]-amide, prepared as in Part B, (100 g, 0.30 mol) and pyridine (100 mL, 1.20 mole) in dichloromethane (900 mL) at -40° C. is added trifluoroacetic anhydride (200 mL, 1.40 mole) over 1.5 hrs. The reaction is allowed to warm to -10° C. over 2 hrs and stirred at -10° C. for 1.5 hrs. Water (200 mL) is added, keeping the temperature at 0°--5° C. The layers are separated and the dichloromethane is wash... The reactants are C1(=CC=CC=C1)N1C=CC2=CC(=CC=C12)O (1-Phenyl-1H-indol-5-ol), BrCCCCCCBr (1,6-dibromohexane), C(=O)([O-])[O-].[K+].[K+] (K2CO3). Run in CC(=O)C (acetone). The product is BrCCCCCCOC=1C=C2C=CN(C2=CC1)C1=CC=CC=C1 (5-(6-Bromo-hexyloxy)-1-phenyl-1H-indole). The yield is 52.4%. RXN SMILES: [C:1]1([N:7]2[C:15]3[C:10](=[CH:11][C:12]([OH:16])=[CH:13][CH:14]=3)[CH:9]=[CH:8]2)[CH:6]=[CH:5][CH:4]=[CH:3][CH:2]=1.[Br:17][CH2:18][CH2:19][CH2:20][CH2:21][CH2:22][CH2:23]Br.C([O-])([O-])=O.[K+].[K+]>CC(C)=O>[Br:17][CH2:18][CH2:19][CH2:20][CH2:21][CH2:22][CH2:23][O:16][C:12]1[CH:11]=[C:10]2[C:15](=[CH:14][CH:13]=1)[N:7]([C:1]1[CH:6]=[CH:5][CH:4]=[CH:3][CH:2]=1)[CH:8]=[CH:9]2 |f:2.3.4|. Procedure details: 864 mg (4.1 mmol) 1-Phenyl-1H-indol-5-ol in 10 ml acetone were treated with 2.44 g (10 mmol) 1,6-dibromohexane and 2.8 g (20 mmol) K2CO3 at reflux for 4 h. The solution was filtered, concentrated and purified by column chromatography on silica gel with hexane/EtOAc 39:1 to yield 800 mg (52%) 5-(6-Bromo-hexyloxy)-1-phenyl-1H-indole as colorless oil, MS: 371 (M, 1Br). The reactants are O (H2O), [H-].[Al+3].[Li+].[H-].[H-].[H-] (lithium aluminium hydride), N1(CCOCC1)CCCC#N (4-Morpholin-4-yl-butyronitrile). Run in CCOCC (ether), CCOCC (ether), CCOCC (ether). Reaction conditions: temperature -55 celsius, time 5 hour. The product is N1(CCOCC1)CCCCN (4-Morpholin-4-yl-butylamine). As a reaction SMILES: [H-].[Al+3].[Li+].[H-].[H-].[H-].[N:7]1([CH2:13][CH2:14][CH2:15][C:16]#[N:17])[CH2:12][CH2:11][O:10][CH2:9][CH2:8]1.O>CCOCC>[N:7]1([CH2:13][CH2:14][CH2:15][CH2:16][NH2:17])[CH2:12][CH2:11][O:10][CH2:9][CH2:8]1 |f:0.1.2.3.4.5|. Procedure details: 14.8 g lithium aluminium hydride were weighed under N2 atmosphere into a round-bottomed flask. The substance was cooled down to −55° C. and 150 ml ether was added dropwise. The suspension was allowed to stir; then 30 g 4-Morpholin-4-yl-butyronitrile were dissolved in 200 ml ether and the solution was added dropwise to the reaction mixture. Again 200 ml ether were added to the mixture and the reaction was stirred at room temperature overnight. At the next day the mixture was cooled down to less t... Starting materials: P(=O)([O-])([O-])[O-].[K+].[K+].[K+] (potassium phosphate), CN1CC2=C(NC=3C=CC(=CC23)C)CC1 (2,3,4,5-Tetrahydro-2,8-dimethyl-1H-pyrido[4,3-b]indole), BrC=C(C)C=1C=C(C(=C(C1)F)OC)F (5-(1-Bromoprop-1-en-2-yl)-1,3-difluoro-2-methoxybenzene), N1[C@H](C(=O)O)CCC1 (L-proline). The reagents and catalysts are [Cu]I (copper (I) iodide). Solvent: CN(C)C=O (DMF). Reaction conditions: temperature 85 celsius, time 8 hour. Product: FC=1C=C(C=C(C1OC)F)/C(=C/N1C2=C(C=3C=C(C=CC13)C)CN(CC2)C)/C ((E)-5-(2-(3,5-difluoro-4-methoxyphenyl)prop-1-enyl)-2,8-dimethyl-2,3,4,5-tetrahydro-1H-pyrido[4,3-b]indole). As a reaction SMILES: Br[CH:2]=[C:3]([C:5]1[CH:6]=[C:7]([F:14])[C:8]([O:12][CH3:13])=[C:9]([F:11])[CH:10]=1)[CH3:4].P([O-])([O-])([O-])=O.[K+].[K+].[K+].N1CCC[C@H]1C(O)=O.[CH3:31][N:32]1[CH2:45][CH2:44][C:35]2[NH:36][C:37]3[CH:38]=[CH:39][C:40]([CH3:43])=[CH:41][C:42]=3[C:34]=2[CH2:33]1>CN(C=O)C.[Cu]I>[F:11][C:9]1[CH:10]=[C:5](/[C:3](/[CH3:4])=[CH:2]/[N:36]2[C:37]3[CH:38]=[CH:39][C:40]([CH3:43])=[CH:41][C:42]=3[C:34]3[CH2:33][N:32]([CH3:31])[CH2:45][CH2:44][C:35]2=3)[CH:6]=[C:7]([F:14])[C:8]=1[O:12][CH3:13] |f:1.2.3.4|. Reported procedure: 5-(1-Bromoprop-1-en-2-yl)-1,3-difluoro-2-methoxybenzene (223 mg, 1.2 mmol) was dissolved in DMF (5 mL) and potassium phosphate (424 mg, 2 mmol) was added followed by copper (I) iodide (19 mg, 0.1 mmol) and L-proline (23 mg, 0.2 mmol). 2,3,4,5-Tetrahydro-2,8-dimethyl-1H-pyrido[4,3-b]indole (200 mg, 1 mmol) was added and the mixture purged with nitrogen for 2 min. The reaction mixture was stirred at 85° C. overnight. Water was added and the solid mass was filtered under vacuum. The crude product w... Starting materials: Cc1cc(C(=O)NCCc2ccc(Cl)cc2)ccc1Br, O=C([O-])[O-], CN(C)CC(=O)O, CCOC(=O)C1CCOc2cc(O)c(Cl)cc21, Cl[Cu], [Cs+], [Cs+], C1COCCO1. Product: CCOC(=O)C1CCOc2cc(Oc3ccc(C(=O)NCCc4ccc(Cl)cc4)cc3C)c(Cl)cc21. Reaction SMILES: [Br:1][c:2]1[c:3]([CH3:20])[cH:4][c:5]([C:6](=[O:7])[NH:8][CH2:9][CH2:10][c:11]2[cH:12][cH:13][c:14]([Cl:17])[cH:15][cH:16]2)[cH:18][cH:19]1.[C:45](=[O:46])([O-:47])[O-:48].[CH3:38][N:39]([CH3:40])[CH2:41][C:42]([OH:43])=[O:44].[Cl:21][c:22]1[cH:23][c:24]2[c:29]([cH:30][c:31]1[OH:32])[O:28][CH2:27][CH2:26][CH:25]2[C:33](=[O:34])[O:35][CH2:36][CH3:37].[Cl:57][Cu:58].[Cs+:49].[Cs+:50].[O:51]1[CH2:52][CH2:53][O:54][CH2:55][CH2:56]1>>[c:2]1([O:32][c:31]2[c:22]([Cl:21])[cH:23][c:24]3[c:29]([cH:30]2)[O:28][CH2:27][CH2:26][CH:25]3[C:33](=[O:34])[O:35][CH2:36][CH3:37])[c:3]([CH3:20])[cH:4][c:5]([C:6](=[O:7])[NH:8][CH2:9][CH2:10][c:11]2[cH:12][cH:13][c:14]([Cl:17])[cH:15][cH:16]2)[cH:18][cH:19]1.